Dataset: the Open Reaction Database (ORD), a public repository of structured organic reaction records. Task: describe an organic reaction: reactants, conditions, products, and yield Starting materials: CC(=O)Cc1ccc(Cl)cc1, CC(=O)Nc1nc(C)c(-c2ccc(F)c(S(C)(=O)=O)c2)s1. The product is CC(=O)Nc1nc(C)c(-c2ccc(Cl)c(S(C)(=O)=O)c2)s1. As a reaction SMILES: [Cl:22][c:23]1[cH:24][cH:25][c:26]([CH2:27][C:28](=[O:29])[CH3:30])[cH:31][cH:32]1.[F:1][c:2]1[c:3]([S:18](=[O:19])(=[O:20])[CH3:21])[cH:4][c:5](-[c:8]2[c:9]([CH3:17])[n:10][c:11]([NH:13][C:14]([CH3:15])=[O:16])[s:12]2)[cH:6][cH:7]1>>[c:2]1([Cl:22])[c:3]([S:18](=[O:19])(=[O:20])[CH3:21])[cH:4][c:5](-[c:8]2[c:9]([CH3:17])[n:10][c:11]([NH:13][C:14]([CH3:15])=[O:16])[s:12]2)[cH:6][cH:7]1. The reactants are CC(C)(C)O, CN(c1ccccc1-c1ccc2cnc(S(C)=O)nn12)S(C)(=O)=O, CCN(C(C)C)C(C)C, [Cs+], [F-], Nc1ccc(N2CCOCC2)cn1. The product is CN(c1ccccc1-c1ccc2cnc(Nc3ccc(N4CCOCC4)cn3)nn12)S(C)(=O)=O. RXN SMILES: [C:49]([OH:50])([CH3:51])([CH3:52])[CH3:53].[CH3:14][S:15](=[O:16])[c:17]1[n:18][n:19]2[c:20]([cH:21][n:22]1)[cH:23][cH:24][c:25]2-[c:26]1[c:27]([N:32]([S:33](=[O:34])(=[O:35])[CH3:36])[CH3:37])[cH:28][cH:29][cH:30][cH:31]1.[CH:40]([N:41]([CH2:42][CH3:43])[CH:44]([CH3:45])[CH3:46])([CH3:47])[CH3:48].[Cs+:39].[F-:38].[O:1]1[CH2:2][CH2:3][N:4]([c:7]2[cH:8][cH:9][c:10]([NH2:13])[n:11][cH:12]2)[CH2:5][CH2:6]1>>[O:1]1[CH2:2][CH2:3][N:4]([c:7]2[cH:8][cH:9][c:10]([NH:13][c:17]3[n:18][n:19]4[c:20]([cH:21][n:22]3)[cH:23][cH:24][c:25]4-[c:26]3[c:27]([N:32]([S:33](=[O:34])(=[O:35])[CH3:36])[CH3:37])[cH:28][cH:29][cH:30][cH:31]3)[n:11][cH:12]2)[CH2:5][CH2:6]1. Reactants: [Si](C1=CC=CC=C1)(C1=CC=CC=C1)(C(C)(C)C)OC[C@H]1S[C@@H](OC1)P(=O)(OCC)OCC (trans 4-(t-butyldiphenylsilyloxymethyl)-2-(diethyloxyphosphinoyl)-1,3-oxathiolane), [F-].C(CCC)[N+](CCCC)(CCCC)CCCC (tetrabutylammonium fluoride), C(C)(=O)O (acetic acid). Run in O1CCCC1 (tetrahydrofurane). Reaction conditions: time 45 minute. Product: C(C)OP(=O)([C@@H]1OC[C@H](S1)CO)OCC (trans 2-(diethyloxyphosphinoyl)-4-hydroxymethyl-1,3-oxathiolane). The yield is 95.7%. Reaction SMILES: [Si]([O:18][CH2:19][C@@H:20]1[CH2:24][O:23][C@@H:22]([P:25]([O:30][CH2:31][CH3:32])([O:27][CH2:28][CH3:29])=[O:26])[S:21]1)(C(C)(C)C)(C1C=CC=CC=1)C1C=CC=CC=1.[F-].C([N+](CCCC)(CCCC)CCCC)CCC.C(O)(=O)C>O1CCCC1>[CH2:28]([O:27][P:25]([O:30][CH2:31][CH3:32])([C@H:22]1[S:21][C@H:20]([CH2:19][OH:18])[CH2:24][O:23]1)=[O:26])[CH3:29] |f:1.2|. Reported procedure: To a solution of cis and trans 4-(t-butyldiphenylsilyloxymethyl)-2-(diethyloxyphosphinoyl)-1,3-oxathiolane (example 42) (5.00 g, 10.07 mmol) in tetrahydrofurane (300 mL) was added tetrabutylammonium fluoride (15.0 mL, 15.0 mmol, 1.5 eq) at room temperature. The solution was stirred at room temperature for 45 min and acetic acid was added (850 μL) followed by evaporation under reduced pressure. The crude material was purified by flash chromatography with ethyl acetate to give the pure compound (2... The reactants are BrC=1C=C(CN(C(=O)C=2N=CN(C2)C)C2CCOCC2)C=CC1F (N-(3-bromo-4-fluorobenzyl)-1-methyl-N-(tetrahydro-2H-pyran-4-yl)-1H-imidazole-4-carboxamide), C1(=CC=CC=C1)B(O)O (phenylboronic acid), C([O-])([O-])=O.[K+].[K+] (potassium carbonate), CN(C)C=O (DMF). Reagents/catalysts: C=1C=CC(=CC1)[P](C=2C=CC=CC2)(C=3C=CC=CC3)[Pd]([P](C=4C=CC=CC4)(C=5C=CC=CC5)C=6C=CC=CC6)([P](C=7C=CC=CC7)(C=8C=CC=CC8)C=9C=CC=CC9)[P](C=1C=CC=CC1)(C=1C=CC=CC1)C=1C=CC=CC1 (tetrakis(triphenylphosphine)palladium). The solvent is C(C)O (ethanol), O (Water). Product: FC1=CC=C(C=C1C1=CC=CC=C1)CN(C(=O)C=1N=CN(C1)C)C1CCOCC1 (N-[(6-Fluorobiphenyl-3-yl)methyl]-1-methyl-N-(tetrahydro-2H-pyran-4-yl)-1H-imidazole-4-carboxamide). Isolated yield 33.6%. As a reaction SMILES: Br[C:2]1[CH:3]=[C:4]([CH:21]=[CH:22][C:23]=1[F:24])[CH2:5][N:6]([CH:15]1[CH2:20][CH2:19][O:18][CH2:17][CH2:16]1)[C:7]([C:9]1[N:10]=[CH:11][N:12]([CH3:14])[CH:13]=1)=[O:8].[C:25]1(B(O)O)[CH:30]=[CH:29][CH:28]=[CH:27][CH:26]=1.C(=O)([O-])[O-].[K+].[K+].CN(C=O)C>C1C=CC([P]([Pd]([P](C2C=CC=CC=2)(C2C=CC=CC=2)C2C=CC=CC=2)([P](C2C=CC=CC=2)(C2C=CC=CC=2)C2C=CC=CC=2)[P](C2C=CC=CC=2)(C2C=CC=CC=2)C2C=CC=CC=2)(C2C=CC=CC=2)C2C=CC=CC=2)=CC=1.O.C(O)C>[F:24][C:23]1[C:2]([C:25]2[CH:30]=[CH:29][CH:28]=[CH:27][CH:26]=2)=[CH:3][C:4]([CH2:5][N:6]([CH:15]2[CH2:20][CH2:19][O:18][CH2:17][CH2:16]2)[C:7]([C:9]2[N:10]=[CH:11][N:12]([CH3:14])[CH:13]=2)=[O:8])=[CH:21][CH:22]=1 |f:2.3.4,^1:48,50,69,88|. Reported procedure: A mixture of N-(3-bromo-4-fluorobenzyl)-1-methyl-N-(tetrahydro-2H-pyran-4-yl)-1H-imidazole-4-carboxamide (150 mg), phenylboronic acid (92 mg), tetrakis(triphenylphosphine)palladium (50 mg), potassium carbonate (110 mg), DMF (2 mL) and ethanol (1 mL) was subjected to reaction in a microwave reactor (150° C., 10 min). Water was added to the reaction mixture, followed by extraction with ethyl acetate and concentrating under reduced pressure. The resulting residue was purified by TLC (silica gel) (c... Reactants: C(C)(=O)O[C@H]1[C@H](OC2=CC=C(C=C2)[N+](=O)[O-])SC[C@H]([C@@H]1OC(C)=O)OC(C)=O (4-nitrophenyl 2,3,4-tri-O-acetyl-5-thio-β-D-xylopyranoside), C(C)(=O)OC(C)=O (acetic anhydride). Reagents/catalysts: [Pd] (palladium-on-charcoal). Product: C(C)(=O)O[C@H]1[C@H](OC2=CC=C(C=C2)NC(C)=O)SC[C@H]([C@@H]1OC(C)=O)OC(C)=O (4-acetamidophenyl 2,3,4-tri-O-acetyl-5-thio-β-D-xylopyranoside). Isolated yield 51.0%. As a reaction SMILES: [C:1]([O:4][C@@H:5]1[C@@H:20]([O:21][C:22](=[O:24])[CH3:23])[C@H:19]([O:25][C:26](=[O:28])[CH3:27])[CH2:18][S:17][C@H:6]1[O:7][C:8]1[CH:13]=[CH:12][C:11]([N+:14]([O-])=O)=[CH:10][CH:9]=1)(=[O:3])[CH3:2].[C:29](OC(=O)C)(=[O:31])[CH3:30]>[Pd]>[C:1]([O:4][C@@H:5]1[C@@H:20]([O:21][C:22](=[O:24])[CH3:23])[C@H:19]([O:25][C:26](=[O:28])[CH3:27])[CH2:18][S:17][C@H:6]1[O:7][C:8]1[CH:13]=[CH:12][C:11]([NH:14][C:29](=[O:31])[CH3:30])=[CH:10][CH:9]=1)(=[O:3])[CH3:2]. Reported procedure: 30 mg of 10% palladium-on-charcoal are added to a solution of 150 mg (0.36.10-3 mol) of 4-nitrophenyl 2,3,4-tri-O-acetyl-5-thio-β-D-xylopyranoside in acetic anhydride, under a nitrogen atmosphere, and the reaction mixture obtained is then kept under hydrogen pressure (3.5.105Pa) at 50° C. for 15 hours. After filtration, the mixture is evaporated to dryness under reduced pressure and the residue obtained is purified by chromatography using a methylene chloride/methanol mixture (98/2 v/v) as the e...